From a dataset of the Open Reaction Database (ORD), a public repository of structured organic reaction records. describe an organic reaction: reactants, conditions, products, and yield Starting materials: O=C(O)c1cncc(Br)c1, O=C(Cl)C(=O)Cl, [H-], [Na+], CN(C)C=O. The product is O=C(Cl)c1cncc(Br)c1. Reaction SMILES: [Br:1][c:2]1[cH:3][n:4][cH:5][c:6]([C:7](=[O:8])[OH:9])[cH:10]1.[Cl:13][C:14]([C:15]([Cl:16])=[O:17])=[O:18].[H-:12].[Na+:11].[O:19]=[CH:20][N:21]([CH3:22])[CH3:23]>>[Br:1][c:2]1[cH:3][n:4][cH:5][c:6]([C:7](=[O:8])[Cl:13])[cH:10]1. The reactants are O=C[C@@H](O)[C@@H](O)[C@H](O)[C@H](O)CO (mannose), C(CCCCCCCCCCC)N (dodecylamine). Yields the product C1([C@@H](O)[C@@H](O)[C@H](O)[C@H](O1)CO)CCCCCCCCCCCCN (N-(D-Mannopyranosyl)dodecylamine). RXN SMILES: O=[CH:2][C@H:3]([C@H:5]([C@@H:7]([C@@H:9]([CH2:11][OH:12])[OH:10])[OH:8])[OH:6])[OH:4].[CH2:13]([NH2:25])[CH2:14][CH2:15][CH2:16][CH2:17][CH2:18][CH2:19][CH2:20][CH2:21][CH2:22][CH2:23][CH3:24]>>[CH:2]1([CH2:24][CH2:23][CH2:22][CH2:21][CH2:20][CH2:19][CH2:18][CH2:17][CH2:16][CH2:15][CH2:14][CH2:13][NH2:25])[O:10][C@H:9]([CH2:11][OH:12])[C@@H:7]([OH:8])[C@H:5]([OH:6])[C@@H:3]1[OH:4]. Procedure details: The preparation is analogous to Example 1, starting from 18 g of mannose and 19 g of dodecylamine.